The task is: describe an organic reaction: reactants, conditions, products, and yield. This data is from the Open Reaction Database (ORD), a public repository of structured organic reaction records. Starting materials: C(=O)(OC(C)(C)C)N([C@@H](CC(C)C)C(=O)N[C@@H](CCSC)C(=O)N)C (BocMeLeu-MetNH2), Cl (hydrogen chloride). The solvent is C(C)(=O)OCC (ethyl acetate). Product: N([C@@H](CC(C)C)C(=O)N[C@@H](CCSC)C(=O)N)C (MeLeu-MetNH2). Yield: 64.0%. RXN SMILES: [C:1]([N:8](C)[C@H:9]([C:14]([NH:16][C@H:17]([C:22]([NH2:24])=[O:23])[CH2:18][CH2:19][S:20][CH3:21])=[O:15])[CH2:10][CH:11]([CH3:13])[CH3:12])(OC(C)(C)C)=O.Cl>C(OCC)(=O)C>[NH:8]([CH3:1])[C@H:9]([C:14]([NH:16][C@H:17]([C:22]([NH2:24])=[O:23])[CH2:18][CH2:19][S:20][CH3:21])=[O:15])[CH2:10][CH:11]([CH3:13])[CH3:12]. Reported procedure: Methylation of BocLeuOH (12.5 g.) using sodium hydride and methyl iodide gave BocMeLeuOH in 73% yield. Condensation of BocMeLeuOH (3.7 g.) and HMetNH2 hydrochloride salt (2.8 g.) by the mixed anhydride method using isobutyl chloroformate gave BocMeLeu-MetNH2 in 56% yield. De-t-butoxycarbonylation of BocMeLeu-MetNH2 (3.3 g.) using hydrogen chloride in ethyl acetate gave MeLeu-MetNH2 in 64% yield. Starting materials: C(=O)([O-])C(O)C(O)C(=O)[O-].[Na+].[K+] (potassium sodium tartrate), ClC1=C(CN2C(=NC(=C2)[N+](=O)[O-])C(=O)OCC)C(=CC=C1)Cl (Ethyl 1-(2,6-dichlorobenzyl)-4-nitro-1H-imidazole-2-carboxylate), [Cl-].[Li+] (lithium chloride), [BH4-].[Na+] (sodium borohydride). The solvent is COCCOC (1,2-dimethoxyethane). Conditions: time 1 hour. Yields the product ClC1=C(CN2C(=NC(=C2)[N+](=O)[O-])CO)C(=CC=C1)Cl ([1-(2,6-Dichlorobenzyl)-4-nitro-1H-imidazol-2-yl]methanol). RXN SMILES: [Cl:1][C:2]1[CH:21]=[CH:20][CH:19]=[C:18]([Cl:22])[C:3]=1[CH2:4][N:5]1[CH:9]=[C:8]([N+:10]([O-:12])=[O:11])[N:7]=[C:6]1[C:13](OCC)=[O:14].[Cl-].[Li+].[BH4-].[Na+].C(C(C(C([O-])=O)O)O)([O-])=O.[Na+].[K+]>COCCOC>[Cl:22][C:18]1[CH:19]=[CH:20][CH:21]=[C:2]([Cl:1])[C:3]=1[CH2:4][N:5]1[CH:9]=[C:8]([N+:10]([O-:12])=[O:11])[N:7]=[C:6]1[CH2:13][OH:14] |f:1.2,3.4,5.6.7|. Procedure: 1200 mg (3.5 mmol) of the compound from Example 33A together with 15 mg (0.35 mmol) of lithium chloride were dissolved in 53 ml 1,2-dimethoxyethane, and 198 mg (5.23 mmol) of sodium borohydride were added at 0° C. The mixture was stirred at RT for 1 h. For work-up, 25 ml of a saturated potassium sodium tartrate solution were added with ice cooling and the mixture was extracted with 50 ml of ethyl acetate. The organic phase was dried over sodium sulfate, filtered and concentrated under reduced pr... Reactants: NC(CCC(=O)OC)C1=C(C=CC=C1OC)OC (methyl 4-amino-4-(2,6-dimethoxyphenyl)butanoate), N1(CCCCC1)C=1C=C(C=O)C=CC1 (3-(piperidin-1-yl)benzaldehyde). Yields the product COC1=C(C(=CC=C1)OC)C1CCC(N1CC1=CC(=CC=C1)N1CCCCC1)=O (5-(2,6-dimethoxyphenyl)-1-(3-(piperidin-1-yl)benzyl)pyrrolidin-2-one). As a reaction SMILES: [NH2:1][CH:2]([C:9]1[C:14]([O:15][CH3:16])=[CH:13][CH:12]=[CH:11][C:10]=1[O:17][CH3:18])[CH2:3][CH2:4][C:5]([O:7]C)=O.[N:19]1([C:25]2[CH:26]=[C:27]([CH:30]=[CH:31][CH:32]=2)[CH:28]=O)[CH2:24][CH2:23][CH2:22][CH2:21][CH2:20]1>>[CH3:18][O:17][C:10]1[CH:11]=[CH:12][CH:13]=[C:14]([O:15][CH3:16])[C:9]=1[CH:2]1[N:1]([CH2:28][C:27]2[CH:30]=[CH:31][CH:32]=[C:25]([N:19]3[CH2:24][CH2:23][CH2:22][CH2:21][CH2:20]3)[CH:26]=2)[C:5](=[O:7])[CH2:4][CH2:3]1. Reported procedure: Prepared according to the described general procedure 2 (GP2) by reaction of methyl 4-amino-4-(2,6-dimethoxyphenyl)butanoate with commercially available 3-(piperidin-1-yl)benzaldehyde. Subsequent purification by preparative HPLC afforded the target compound. LC-MS (conditions A): tR=0.57 min.; [M+H]+: 394.99 g/mol. Starting materials: N(=NC(=O)OCC)C(=O)OCC (diethyl azodicarboxylate), N1(C=NC=C1)C1=CC=C(CO)C=C1 (4-(1-imidazolyl)benzyl alcohol), OC=1C=C(C=CC1)C1(CCOCC1)OC (4-(3-hydroxyphenyl)-4-methoxy-3,4,5,6-tetrahydro-2H-pyran), C1(=CC=CC=C1)P(C1=CC=CC=C1)C1=CC=CC=C1 (triphenylphosphine). Run in C1CCOC1 (THF), C1CCOC1 (THF). Reaction conditions: temperature 0 celsius, time 30 minute. The product is N1(C=NC=C1)C1=CC=C(COC=2C=C(C=CC2)C2(CCOCC2)OC)C=C1 (4-[3-[4-(1-Imidazolyl)benzyloxy]phenyl]-4-methoxy-3,4,5,6-tetrahydro-2H-pyran). Yield: 15.1%. RXN SMILES: [N:1]1([C:6]2[CH:13]=[CH:12][C:9]([CH2:10][OH:11])=[CH:8][CH:7]=2)[CH:5]=[CH:4][N:3]=[CH:2]1.O[C:15]1[CH:16]=[C:17]([C:21]2([O:27][CH3:28])[CH2:26][CH2:25][O:24][CH2:23][CH2:22]2)[CH:18]=[CH:19][CH:20]=1.C1(P(C2C=CC=CC=2)C2C=CC=CC=2)C=CC=CC=1.N(C(OCC)=O)=NC(OCC)=O>C1COCC1>[N:1]1([C:6]2[CH:7]=[CH:8][C:9]([CH2:10][O:11][C:19]3[CH:18]=[C:17]([C:21]4([O:27][CH3:28])[CH2:26][CH2:25][O:24][CH2:23][CH2:22]4)[CH:16]=[CH:15][CH:20]=3)=[CH:12][CH:13]=2)[CH:5]=[CH:4][N:3]=[CH:2]1. Procedure: To a stirred solution of 4-(1-imidazolyl)benzyl alcohol (Eur. J. Med. Chem., 1992, 27, 219) (0.87 g, 5.0 mmol), 4-(3-hydroxyphenyl)-4-methoxy-3,4,5,6-tetrahydro-2H-pyran (J. Med. Chem., 1992, 35, 2600) (1.03 g, 4.9 mmol) and triphenylphosphine (1.55 g, 5.9 mmol) in THF (30 ml) cooled to 0° C. was added dropwise a solution of diethyl azodicarboxylate (DEAD) (1.03 g, 12.0 mmol) in THF (10 ml) over 20 min under a nitrogen atmosphere. After completion of addition, the mixture was stirred at 0° C. fo... Starting materials: COC(=O)c1cccc2c(=O)c(C)c(-c3ccccc3)oc12, CO, [K+], [OH-]. The product is Cc1c(-c2ccccc2)oc2c(C(=O)O)cccc2c1=O. As a reaction SMILES: [CH3:1][c:2]1[c:3](-[c:17]2[cH:18][cH:19][cH:20][cH:21][cH:22]2)[o:4][c:5]2[c:6]([C:13](=[O:14])[O:15][CH3:16])[cH:7][cH:8][cH:9][c:10]2[c:11]1=[O:12].[CH3:25][OH:26].[K+:24].[OH-:23]>>[CH3:1][c:2]1[c:3](-[c:17]2[cH:18][cH:19][cH:20][cH:21][cH:22]2)[o:4][c:5]2[c:6]([C:13](=[O:14])[OH:15])[cH:7][cH:8][cH:9][c:10]2[c:11]1=[O:12]. The reactants are CN(C)C=O, O=C(Cl)C(=O)Cl, ClCCl, Cc1ccc(F)cc1C(=O)O. Product: Cc1ccc(F)cc1C(=O)Cl. As a reaction SMILES: [CH3:12][N:13]([CH3:14])[CH:15]=[O:16].[Cl:17][C:18]([C:19]([Cl:20])=[O:21])=[O:22].[Cl:23][CH2:24][Cl:25].[F:1][c:2]1[cH:3][cH:4][c:5]([CH3:11])[c:6]([C:7](=[O:8])[OH:9])[cH:10]1>>[F:1][c:2]1[cH:3][cH:4][c:5]([CH3:11])[c:6]([C:7](=[O:8])[Cl:17])[cH:10]1. The reactants are ClC1=C(C(=O)C2=CC(=C(C(=C2)C(C)(C)C)O)C(C)(C)C)C=CC=N1 (4-(2-chloronicotinoyl)2,6-di-tertiary butylphenol), N(N)CCO (2-hydrazinoethanol). The solvent is N1=CC=CC=C1 (pyridine). Conditions: temperature 0 celsius, time 18 hour. The product is C(C)(C)(C)C=1C=C(C=C(C1O)C(C)(C)C)C1=NN(C2=NC=CC=C21)CCO (3-(3,5-di-tertiary butyl-4-hydroxyphenyl)-1-(2-hydroxyethyl)-1H-pyrazolo[3,4-b]pyridine). Isolated yield 83.3%. RXN SMILES: Cl[C:2]1[N:24]=[CH:23][CH:22]=[CH:21][C:3]=1[C:4]([C:6]1[CH:11]=[C:10]([C:12]([CH3:15])([CH3:14])[CH3:13])[C:9]([OH:16])=[C:8]([C:17]([CH3:20])([CH3:19])[CH3:18])[CH:7]=1)=O.[NH:25]([CH2:27][CH2:28][OH:29])[NH2:26]>N1C=CC=CC=1>[C:12]([C:10]1[CH:11]=[C:6]([C:4]2[C:3]3[C:2](=[N:24][CH:23]=[CH:22][CH:21]=3)[N:25]([CH2:27][CH2:28][OH:29])[N:26]=2)[CH:7]=[C:8]([C:17]([CH3:20])([CH3:19])[CH3:18])[C:9]=1[OH:16])([CH3:15])([CH3:14])[CH3:13]. Reported procedure: A solution of 45.2 g of 4-(2-chloronicotinoyl)2,6-di-tertiary butylphenol and 21 g of 2-hydrazinoethanol in 230 ml of pyridine is refluxed under stirring for 18 hours. After completion of the reaction, the pyridine is concentrated and 140 ml of ethanol and 70 ml of water are added to the residue. The mixture is warmed to dissolve and then cooled to 0° C. The precipitated crystals are collected by filtration, recrystallized from 70% dioxane and then dried to give 40 g of 3-(3,5-di-tertiary butyl-... The reactants are CCN(CC)c1ccc(C(=O)CBr)cc1, CCOC(C)=O, O=C(OC1CN2CCC1CC2)C(Nc1ccccc1)c1ccccc1. The product is [Br-], CCN(CC)c1ccc(C(=O)C[N+]23CCC(CC2)C(OC(=O)C(Nc2ccccc2)c2ccccc2)C3)cc1. RXN SMILES: [Br:26][CH2:27][C:28](=[O:29])[c:30]1[cH:31][cH:32][c:33]([N:36]([CH2:37][CH3:38])[CH2:39][CH3:40])[cH:34][cH:35]1.[CH3:41][CH2:42][O:43][C:44]([CH3:45])=[O:46].[c:1]1([CH:7]([C:8](=[O:9])[O:10][CH:11]2[CH2:12][N:13]3[CH2:14][CH2:15][CH:16]2[CH2:17][CH2:18]3)[NH:19][c:20]2[cH:21][cH:22][cH:23][cH:24][cH:25]2)[cH:2][cH:3][cH:4][cH:5][cH:6]1>>[Br-:26].[c:1]1([CH:7]([C:8](=[O:9])[O:10][CH:11]2[CH2:12][N+:13]3([CH2:27][C:28](=[O:29])[c:30]4[cH:31][cH:32][c:33]([N:36]([CH2:37][CH3:38])[CH2:39][CH3:40])[cH:34][cH:35]4)[CH2:14][CH2:15][CH:16]2[CH2:17][CH2:18]3)[NH:19][c:20]2[cH:21][cH:22][cH:23][cH:24][cH:25]2)[cH:2][cH:3][cH:4][cH:5][cH:6]1. The solvent is C(C)O (ethanol). RXN SMILES: [CH3:1][O:2][C:3]1[CH:4]=[C:5]2[C:10](=[CH:11][C:12]=1[O:13][CH3:14])[N:9]=[CH:8][N:7]=[C:6]2[N:15]1[CH2:20][CH2:19][N:18]([C:21](=S)[NH:22][CH2:23][C:24]2[CH:29]=[CH:28][C:27]3[O:30][CH2:31][O:32][C:26]=3[CH:25]=2)[CH2:17][CH2:16]1.[OH-].[Na+].OO.S([O-])([O-])(=[O:40])=S.[Na+].[Na+].Cl>C(O)C>[CH3:1][O:2][C:3]1[CH:4]=[C:5]2[C:10](=[CH:11][C:12]=1[O:13][CH3:14])[N:9]=[CH:8][N:7]=[C:6]2[N:15]1[CH2:20][CH2:19][N:18]([C:21]([NH:22][CH2:23][C:24]2[CH:29]=[CH:28][C:27]3[O:30][CH2:31][O:32][C:26]=3[CH:25]=2)=[O:40])[CH2:17][CH2:16]1 |f:1.2,4.5.6|. The yield is 20.0%. Reported procedure: In 10 ml of ethanol was suspended 152.7 mg (0.33 mmol) of 4-(6,7-dimethoxy-4-quinazolinyl)-N-(3,4-methylenedioxybenzyl)-1-piperazinethiocarboxamide obtained in Example 208, and 1 ml of a 10 N aqueous solution of sodium hydroxide and 1 ml of 30% aqueous hydrogen peroxide were added thereto, followed by overnight stirring. After addition of an aqueous solution of sodium thiosulfate, 4 N hydrochloric acid was added to the reaction mixture for neutralization. The resulting mixture was extracted with... Product: COC=1C=C2C(=NC=NC2=CC1OC)N1CCN(CC1)C(=O)NCC1=CC2=C(C=C1)OCO2 (4-(6,7-Dimethoxy-4-quinazolinyl)-N-(3,4-methylenedioxybenzyl)-1-piperazinecarboxamide). Reactants: COC=1C=C2C(=NC=NC2=CC1OC)N1CCN(CC1)C(NCC1=CC2=C(C=C1)OCO2)=S (4-(6,7-dimethoxy-4-quinazolinyl)-N-(3,4-methylenedioxybenzyl)-1-piperazinethiocarboxamide), OO (hydrogen peroxide), aqueous solution, [OH-].[Na+] (sodium hydroxide), S(=S)(=O)([O-])[O-].[Na+].[Na+] (sodium thiosulfate), Cl (hydrochloric acid). Reaction conditions: time 8 hour.